This data is from the Open Reaction Database (ORD), a public repository of structured organic reaction records. The task is: describe an organic reaction: reactants, conditions, products, and yield The product is C=CCOc1ccc(OC)cc1C(=O)OC. Starting materials: C=CCBr, [K+], [K+], O=C([O-])[O-], CN(C)C=O, COC(=O)c1cc(OC)ccc1O. As a reaction SMILES: [CH2:7]([CH:8]=[CH2:9])[Br:10].[K+:1].[K+:2].[O-:3][C:4]([O-:5])=[O:6].[O:24]=[CH:25][N:26]([CH3:27])[CH3:28].[OH:11][c:12]1[c:13]([C:14](=[O:15])[O:16][CH3:17])[cH:18][c:19]([O:22][CH3:23])[cH:20][cH:21]1>>[CH2:7]=[CH:8][CH2:9][O:11][c:12]1[c:13]([C:14](=[O:15])[O:16][CH3:17])[cH:18][c:19]([O:22][CH3:23])[cH:20][cH:21]1. The reactants are C(C)(=O)OC=1C=C2C(=NC=NC2=CC1OC)Cl (4-chloro-7-methoxyquinazolin-6-yl acetate), C(#C)C=1C=C(N)C=CC1 (3-ethynyl aniline). Run in C(Cl)(Cl)Cl (chloroform). Product: Cl.C(C)(=O)OC=1C=C2C(=NC=NC2=CC1OC)NC1=CC(=CC=C1)C#C (4-(3-ethynylphenylamino)-7-methoxyquinazolin-6-yl acetate hydrochloride). The yield is 89.8%. As a reaction SMILES: [C:1]([O:4][C:5]1[CH:6]=[C:7]2[C:12](=[CH:13][C:14]=1[O:15][CH3:16])[N:11]=[CH:10][N:9]=[C:8]2[Cl:17])(=[O:3])[CH3:2].[C:18]([C:20]1[CH:21]=[C:22]([CH:24]=[CH:25][CH:26]=1)[NH2:23])#[CH:19]>C(Cl)(Cl)Cl>[ClH:17].[C:1]([O:4][C:5]1[CH:6]=[C:7]2[C:12](=[CH:13][C:14]=1[O:15][CH3:16])[N:11]=[CH:10][N:9]=[C:8]2[NH:23][C:22]1[CH:24]=[CH:25][CH:26]=[C:20]([C:18]#[CH:19])[CH:21]=1)(=[O:3])[CH3:2] |f:3.4|. Procedure: A mixture of 4-chloro-7-methoxyquinazolin-6-yl acetate (7.75 g, 0.0307 mol), 3-ethynyl aniline (4 g, 0.0342 mol, 1.11 equiv) and chloroform (120 ml) was refluxed overnight. The reaction mixture was cooled to room temperature and the solution was filtered to give 10.2 g product. MS (ESI) m/z: 334 (M+1). Starting materials: C1CCOC1, CC(C)C[AlH]CC(C)C, CCOC(C)=O, COCc1c(-c2ccc(NC(=O)Nc3cc(C(F)(F)F)ccc3F)cc2)c2c(N)ncnn2c1C=O. Yields the product COCc1c(-c2ccc(NC(=O)Nc3cc(C(F)(F)F)ccc3F)cc2)c2c(N)ncnn2c1CO. RXN SMILES: [CH2:46]1[O:47][CH2:48][CH2:49][CH2:50]1.[CH3:37][CH:38]([CH2:39][AlH:40][CH2:41][CH:42]([CH3:43])[CH3:44])[CH3:45].[CH3:51][CH2:52][O:53][C:54](=[O:55])[CH3:56].[NH2:1][c:2]1[n:3][cH:4][n:5][n:6]2[c:7]1[c:8](-[c:16]1[cH:17][cH:18][c:19]([NH:22][C:23](=[O:24])[NH:25][c:26]3[c:27]([F:36])[cH:28][cH:29][c:30]([C:32]([F:33])([F:34])[F:35])[cH:31]3)[cH:20][cH:21]1)[c:9]([CH2:13][O:14][CH3:15])[c:10]2[CH:11]=[O:12]>>[NH2:1][c:2]1[n:3][cH:4][n:5][n:6]2[c:7]1[c:8](-[c:16]1[cH:17][cH:18][c:19]([NH:22][C:23](=[O:24])[NH:25][c:26]3[c:27]([F:36])[cH:28][cH:29][c:30]([C:32]([F:33])([F:34])[F:35])[cH:31]3)[cH:20][cH:21]1)[c:9]([CH2:13][O:14][CH3:15])[c:10]2[CH2:11][OH:12].